From a dataset of the Open Reaction Database (ORD), a public repository of structured organic reaction records. describe an organic reaction: reactants, conditions, products, and yield The reactants are O (water), BrC#N (BrCN), C(C)#N (acetonitrile), ClC1=CC=C(C(=C1C(F)(F)F)N)N (5-chloro-6-trifluoromethyl-benzene-1,2-diamine). Solvent: CO (methanol). Reaction conditions: time 2 hour. Product: ClC1=CC2=C(NC(=N2)N)C=C1C(F)(F)F (5-Chloro-6-trifluoromethyl-1H-benzoimidazole-2-ylamine). RXN SMILES: Br[C:2]#[N:3].O.[Cl:5][C:6]1[C:11]([C:12]([F:15])([F:14])[F:13])=[C:10](N)[C:9]([NH2:17])=[CH:8][CH:7]=1.C(#[N:20])C>CO>[Cl:5][C:6]1[C:11]([C:12]([F:15])([F:14])[F:13])=[CH:10][C:9]2[NH:17][C:2]([NH2:3])=[N:20][C:8]=2[CH:7]=1. Procedure: 318 mg (3 mmol) BrCN are dissolved in 0.6 ml acetonitrile and treated with 6 ml water. To this solution, 575 mg (2.73 mmol) 5-chloro-6-trifluoromethyl-benzene-1,2-diamine, dissolved in 6 ml methanol, are added dropwise within 30 min. After 2 hrs of stirring at room temperature, the reaction mixture is concentrated and the water solution extracted 2× with ethyl acetate. The combined organic phases where re-extracted 1× with water. The combined water phases where made alkaline (pH=8) with saturate...